This data is from the Open Reaction Database (ORD), a public repository of structured organic reaction records. The task is: describe an organic reaction: reactants, conditions, products, and yield Reactants: C(C)(C)(C)OC(NC1=C(C=C(C=C1)C#CC1=CC=C(C=C1)F)N)=O ([2-amino-4-(4-fluoro-phenylethynyl)-phenyl]-carbamic acid tert.-butyl ester), CC1(OC(C=C(O1)C=1C=C(C#N)C=CC1)=O)C (3-(2,2-dimethyl-6-oxo-6H-[1,3]dioxin-4-yl)-benzonitrile). Yields the product C(C)(C)(C)OC(NC1=C(C=C(C=C1)C#CC1=CC=C(C=C1)F)NC(CC(=O)C1=CC(=CC=C1)C#N)=O)=O ([2-[3-(3-Cyano-phenyl)-3-oxo-propionylamino]-4-(4-fluoro-phenylethynyl)-phenyl]-carbamic acid tert.-butyl ester). The yield is 85.2%. Reaction SMILES: [C:1]([O:5][C:6](=[O:24])[NH:7][C:8]1[CH:13]=[CH:12][C:11]([C:14]#[C:15][C:16]2[CH:21]=[CH:20][C:19]([F:22])=[CH:18][CH:17]=2)=[CH:10][C:9]=1[NH2:23])([CH3:4])([CH3:3])[CH3:2].CC1(C)[O:31][C:30]([C:32]2[CH:33]=[C:34]([CH:37]=[CH:38][CH:39]=2)[C:35]#[N:36])=[CH:29][C:28](=O)[O:27]1>>[C:1]([O:5][C:6](=[O:24])[NH:7][C:8]1[CH:13]=[CH:12][C:11]([C:14]#[C:15][C:16]2[CH:17]=[CH:18][C:19]([F:22])=[CH:20][CH:21]=2)=[CH:10][C:9]=1[NH:23][C:28](=[O:27])[CH2:29][C:30]([C:32]1[CH:39]=[CH:38][CH:37]=[C:34]([C:35]#[N:36])[CH:33]=1)=[O:31])([CH3:4])([CH3:2])[CH3:3]. Procedure: Prepared from [2-amino-4-(4-fluoro-phenylethynyl)-phenyl]-carbamic acid tert.-butyl ester (Example G33) (245 mg, 0.75 mmol) and 3-(2,2-dimethyl-6-oxo-6H-[1,3]dioxin-4-yl)-benzonitrile (Example J4) (190 mg, 0.825 mmol) according to the general procedure K. Obtained as a yellow oil (318 mg). Reactants: BrC1=CN=C2N1C=CC(=C2F)C(C)(C)O (2-(3-Bromo-8-fluoroimidazo[1,2-α]pyridin-7-yl)propan-2-ol), FC=1C=C(C=C(C1)B1OC(C(O1)(C)C)(C)C)C=1C(=CC=CC1)C#N (3′-fluoro-5′-(4,4,5,5-tetramethyl-[1,3,2]dioxaborolan-2-yl)biphenyl-2-carbonitrile). Product: FC=1C=C(C=C(C1)C1=CN=C2N1C=CC(=C2F)C(C)(C)O)C=2C(=CC=CC2)C#N (3′-fluoro-5′-[8-fluoro-7-(1-hydroxy-1-methylethyl)imidazo[1,2-α]pyridin-3-yl]biphenyl-2-carbonitrile). The yield is 51.0%. RXN SMILES: Br[C:2]1[N:6]2[CH:7]=[CH:8][C:9]([C:12]([OH:15])([CH3:14])[CH3:13])=[C:10]([F:11])[C:5]2=[N:4][CH:3]=1.[F:16][C:17]1[CH:18]=[C:19]([C:32]2[C:33]([C:38]#[N:39])=[CH:34][CH:35]=[CH:36][CH:37]=2)[CH:20]=[C:21](B2OC(C)(C)C(C)(C)O2)[CH:22]=1>>[F:16][C:17]1[CH:18]=[C:19]([C:32]2[C:33]([C:38]#[N:39])=[CH:34][CH:35]=[CH:36][CH:37]=2)[CH:20]=[C:21]([C:2]2[N:6]3[CH:7]=[CH:8][C:9]([C:12]([OH:15])([CH3:14])[CH3:13])=[C:10]([F:11])[C:5]3=[N:4][CH:3]=2)[CH:22]=1. Reported procedure: 2-(3-Bromo-8-fluoroimidazo[1,2-α]pyridin-7-yl)propan-2-ol was coupled to 3′-fluoro-5′-(4,4,5,5-tetramethyl-[1,3,2]dioxaborolan-2-yl)biphenyl-2-carbonitrile (prepared as described in WO 02/074773) as described in Example 1 to give 3′-fluoro-5′-[8-fluoro-7-(1-hydroxy-1-methylethyl)imidazo[1,2-α]pyridin-3-yl]biphenyl-2-carbonitrile as an off-white solid (200 mg, 51%): δH (360 MHz, CDCl3) 1.74 (6H, s), 2.13 (1H, s), 7.24 (1H, s), 7.27-7.29 (1H, m), 7.34-7.37 (1H, m), 7.51-7.58 (3H, m), 7.69-7.73 (1H... Starting materials: C1CC2CC1C=C2 (bicyclo[2,2,1]-2-heptene), C=CC=C (butadiene), C1CC2CC1C=C2 (bicyclo[2,2,1]-2-heptene). The reagents and catalysts are CC1=CC=C(C=C1)O (4-methylphenol). Run at temperature 200 celsius. The product is C12CCC(C3CCCC=C13)C2 (octahydro-1,4-methanonaphthalene), product. Yield: 145.8%. Reaction SMILES: [CH2:1]1[CH:5]2[CH:6]=[CH:7][CH:3]([CH2:4]2)[CH2:2]1.[CH2:8]=[CH:9][CH:10]=[CH2:11]>CC1C=CC(O)=CC=1>[CH:3]12[CH2:4][CH:5]([CH:1]3[C:2]1=[CH:11][CH2:10][CH2:9][CH2:8]3)[CH2:6][CH2:7]2. Procedure: A 400 ml autoclave was charged with bicyclo[2,2,1]-2-heptene (152 g, Aldrich), 4-methylphenol (1 g, Aldrich), and butadiene (110 g). The mixture was heated at 200° C. for 10 hours. The reaction mixtures from four identical reactions were combined and distilled at atmosphere to give starting bicyclo[2,2,1]-2-heptene (307 g). Further distillation at reduced pressure afforded octahydro-1,4-methanonaphthalene (349 g with 97–98% purity, bp 47° C./0.05 Torr, yield 73%, based on consumed bicyclo[2,2,1]... Starting materials: C1(=CC=CC=C1)P(C1=CC=CC=C1)C1=CC=CC=C1 (triphenylphosphine), C1(=CC=CC=C1)P(C1=CC=CC=C1)(C1=CC=CC=C1)=O (Triphenylphosphine oxide), C(Br)(Br)(Br)Br (carbontetrabromide), C1(=CC=CC=C1)CC(=O)NC1[C@@H]2N(C(C(=CS2)C=O)C(=O)OC(C2=CC=CC=C2)C2=CC=CC=C2)C1=O (Benzhydryl 7-phenylacetamido-3-formyl-2-cephem-4-carboxylate). The reagents and catalysts are [Zn] (zinc). Solvent: C(Cl)Cl (methylene chloride), C(C)(=O)OCC (ethyl acetate). Run at time 30 minute. The product is C1(=CC=CC=C1)CC(=O)NC1[C@@H]2N(C(C(=CS2)C=C(Br)Br)C(=O)OC(C2=CC=CC=C2)C2=CC=CC=C2)C1=O (benzhydryl 7-phenylacetamido-3-(2,2-dibromovinyl)-2-cephem-4-carboxylate). The yield is 33.7%. Reaction SMILES: C1(P(C2C=CC=CC=2)C2C=CC=CC=2)C=CC=CC=1.[C:20]([Br:24])(Br)(Br)[Br:21].[C:25]1([CH2:31][C:32]([NH:34][CH:35]2[C:60](=[O:61])[N:37]3[CH:38]([C:44]([O:46][CH:47]([C:54]4[CH:59]=[CH:58][CH:57]=[CH:56][CH:55]=4)[C:48]4[CH:53]=[CH:52][CH:51]=[CH:50][CH:49]=4)=[O:45])[C:39]([CH:42]=O)=[CH:40][S:41][C@H:36]23)=[O:33])[CH:30]=[CH:29][CH:28]=[CH:27][CH:26]=1.C1(P(=O)(C2C=CC=CC=2)C2C=CC=CC=2)C=CC=CC=1>C(Cl)Cl.[Zn].C(OCC)(=O)C>[C:25]1([CH2:31][C:32]([NH:34][CH:35]2[C:60](=[O:61])[N:37]3[CH:38]([C:44]([O:46][CH:47]([C:48]4[CH:49]=[CH:50][CH:51]=[CH:52][CH:53]=4)[C:54]4[CH:55]=[CH:56][CH:57]=[CH:58][CH:59]=4)=[O:45])[C:39]([CH:42]=[C:20]([Br:24])[Br:21])=[CH:40][S:41][C@H:36]23)=[O:33])[CH:30]=[CH:29][CH:28]=[CH:27][CH:26]=1. Reported procedure: To a stirred mixture of triphenylphosphine (40.7 g) and zinc powder (18.5 g) in methylene chloride (250 ml) was added carbontetrabromide (45 g) at 20°-30° C. Benzhydryl 7-phenylacetamido-3-formyl-2-cephem-4-carboxylate (10 g) was added portionwise to the above reaction mixture, and the mixture was stirred for 30 minutes at room temperature. Triphenylphosphine oxide was solidified by addition of ethyl acetate to the reaction mixture and removed by filtration. The residue left by removal of the so... Reactants: C(C1=CC=CC=C1)NC=1C(=C(C2=C(C(CO2)C2=CC=C(C=C2)C(C)C)C1C)C)C (N-benzyl-3-(4-isopropylphenyl)-4,6,7-trimethyl-2,3-dihydro-1-benzofuran-5-amine), Example 24, C(=O)[O-].[NH4+] (ammonium formate). The reagents and catalysts are [C].[Pd] (palladium carbon). Run in C(C)O (ethanol). Yields the product C(C)(C)C1=CC=C(C=C1)C1COC2=C1C(=C(C(=C2C)C)N)C (3-(4-Isopropylphenyl)-4,6,7-trimethyl-2,3-dihydro-1-benzofuran-5-amine). Yield: 74.0%. As a reaction SMILES: C([NH:8][C:9]1[C:10]([CH3:29])=[C:11]([CH3:28])[C:12]2[O:16][CH2:15][CH:14]([C:17]3[CH:22]=[CH:21][C:20]([CH:23]([CH3:25])[CH3:24])=[CH:19][CH:18]=3)[C:13]=2[C:26]=1[CH3:27])C1C=CC=CC=1.C([O-])=O.[NH4+]>C(O)C.[C].[Pd]>[CH:23]([C:20]1[CH:21]=[CH:22][C:17]([CH:14]2[C:13]3[C:26]([CH3:27])=[C:9]([NH2:8])[C:10]([CH3:29])=[C:11]([CH3:28])[C:12]=3[O:16][CH2:15]2)=[CH:18][CH:19]=1)([CH3:25])[CH3:24] |f:1.2,4.5|. Reported procedure: A mixture of N-benzyl-3-(4-isopropylphenyl)-4,6,7-trimethyl-2,3-dihydro-1-benzofuran-5-amine obtained in Reference Example 24 (900 mg, 2.33 mmol), 10%-palladium carbon (50% hydrous, 90 mg) and ammonium formate (294 mg, 4.66 mmol) in ethanol (10 mL) was heated under reflux for 2 hours. The solid material was removed and the filtrate was concentrated under reduced pressure. Water and ethyl acetate were added to the residue to separate the organic layer, and the aqueous layer was extracted with eth... As a reaction SMILES: [C:1]([O:5][C:6]([N:8]1[CH2:13][CH2:12][CH:11]([CH2:14][O:15][CH2:16][CH:17]([NH2:25])[C:18]2[CH:23]=[CH:22][CH:21]=[CH:20][C:19]=2[Cl:24])[CH2:10][CH2:9]1)=[O:7])([CH3:4])([CH3:3])[CH3:2].[Cl:26][C:27]1[C:35]2[C:30](=[CH:31][C:32]([C:36](O)=[O:37])=[CH:33][CH:34]=2)[NH:29][CH:28]=1>>[C:1]([O:5][C:6]([N:8]1[CH2:9][CH2:10][CH:11]([CH2:14][O:15][CH2:16][CH:17]([NH:25][C:36]([C:32]2[CH:31]=[C:30]3[C:35]([C:27]([Cl:26])=[CH:28][NH:29]3)=[CH:34][CH:33]=2)=[O:37])[C:18]2[CH:23]=[CH:22][CH:21]=[CH:20][C:19]=2[Cl:24])[CH2:12][CH2:13]1)=[O:7])([CH3:4])([CH3:2])[CH3:3]. Procedure details: Using coupling method A, 4-[2-amino-2-(2-chlorophenyl)-ethoxymethyl]piperidine-1-carboxylic acid tert-butyl ester (7.5 g, 20 mmol) and 3-chloroindole-6-carboxylic acid (3.9 g, 20 mmol) afforded, after purification (SiO2: 33% to 50% EtOAc in hexane), 8 g (73%) of the title compound. The reactants are C(C)(C)(C)OC(=O)N1CCC(CC1)COCC(C1=C(C=CC=C1)Cl)N (4-[2-amino-2-(2-chlorophenyl)-ethoxymethyl]piperidine-1-carboxylic acid tert-butyl ester), ClC1=CNC2=CC(=CC=C12)C(=O)O (3-chloroindole-6-carboxylic acid). The product is C(C)(C)(C)OC(=O)N1CCC(CC1)COCC(C1=C(C=CC=C1)Cl)NC(=O)C1=CC=C2C(=CNC2=C1)Cl (4-{2-[(3-Chloro-1H-indole-6-carbonyl)amino]-2-(2-chloro-phenyl)ethoxymethyl}piperidine-1-carboxylic acid tert-butyl ester).